From a dataset of the Open Reaction Database (ORD), a public repository of structured organic reaction records. describe an organic reaction: reactants, conditions, products, and yield Starting materials: [Al+3], [Br-], [Br-], [Br-], COC(=O)c1ccc2nc(COc3ccc(C(C)(C)C)cc3)oc2c1, CSC, ClCCl, Cl, O. Product: CC(C)(C)c1ccc(OCc2nc3ccc(C(=O)O)cc3o2)cc1. Reaction SMILES: [Al+3:27].[Br-:26].[Br-:28].[Br-:29].[CH3:1][O:2][C:3](=[O:4])[c:5]1[cH:6][c:7]2[c:8]([n:9][c:10]([CH2:12][O:13][c:14]3[cH:15][cH:16][c:17]([C:20]([CH3:21])([CH3:22])[CH3:23])[cH:18][cH:19]3)[o:11]2)[cH:24][cH:25]1.[CH3:32][S:33][CH3:34].[Cl:35][CH2:36][Cl:37].[ClH:31].[OH2:30]>>[O:2]=[C:3]([OH:4])[c:5]1[cH:6][c:7]2[c:8]([n:9][c:10]([CH2:12][O:13][c:14]3[cH:15][cH:16][c:17]([C:20]([CH3:21])([CH3:22])[CH3:23])[cH:18][cH:19]3)[o:11]2)[cH:24][cH:25]1. Reactants: C(C)(C)(C)OC(=O)NCCC1=CC=C(C=C1)N\C(\C1=CC=CC=C1)=C\1/C(NC2=CC=C(C=C12)[N+](=O)[O-])=O ((Z)-3-{1-[4-(2-tert.butoxycarbonylamino-ethyl)-phenylamino]-1-phenyl-methylidene}-5-nitro-2-indolinone), C(C)(=O)OCC.Cl (ethyl acetate hydrogen chloride). The product is Cl.NCCC1=CC=C(C=C1)N\C(\C1=CC=CC=C1)=C\1/C(NC2=CC=C(C=C12)[N+](=O)[O-])=O ((Z)-3-{1-[4-(2-aminoethyl)-phenylamino]-1-phenyl-methylidene}-5-nitro-2-indolinone-hydrochloride). Reaction SMILES: C(OC([NH:8][CH2:9][CH2:10][C:11]1[CH:16]=[CH:15][C:14]([NH:17]/[C:18](=[C:25]2\[C:26](=[O:37])[NH:27][C:28]3[C:33]\2=[CH:32][C:31]([N+:34]([O-:36])=[O:35])=[CH:30][CH:29]=3)/[C:19]2[CH:24]=[CH:23][CH:22]=[CH:21][CH:20]=2)=[CH:13][CH:12]=1)=O)(C)(C)C.C(OCC)(=O)C.[ClH:44]>>[ClH:44].[NH2:8][CH2:9][CH2:10][C:11]1[CH:12]=[CH:13][C:14]([NH:17]/[C:18](=[C:25]2\[C:26](=[O:37])[NH:27][C:28]3[C:33]\2=[CH:32][C:31]([N+:34]([O-:36])=[O:35])=[CH:30][CH:29]=3)/[C:19]2[CH:24]=[CH:23][CH:22]=[CH:21][CH:20]=2)=[CH:15][CH:16]=1 |f:1.2,3.4|. Procedure: Prepared analogously to Example 29a from (Z)-3-{1-[4-(2-tert.butoxycarbonylamino-ethyl)-phenylamino]-1-phenyl-methylidene}-5-nitro-2-indolinone and ethyl acetate/hydrogen chloride. Starting materials: O=C1CCC(=O)N1Br, CCOC(=O)C(F)=C(C)C1(C(=O)OCC)CC1, ClC(Cl)Cl, CC(C)(C#N)N=NC(C)(C)C#N. Yields the product CCOC(=O)C(F)=C(CBr)C1(C(=O)OCC)CC1. Reaction SMILES: [Br:18][N:19]1[C:20](=[O:21])[CH2:22][CH2:23][C:24]1=[O:25].[CH2:1]([CH3:2])[O:3][C:4](=[O:5])[C:6]1([C:9](=[C:10]([C:11](=[O:12])[O:13][CH2:14][CH3:15])[F:16])[CH3:17])[CH2:7][CH2:8]1.[CH:38]([Cl:39])([Cl:40])[Cl:41].[N:26]([C:27]([CH3:28])([CH3:29])[C:30]#[N:31])=[N:32][C:33]([CH3:34])([CH3:35])[C:36]#[N:37]>>[CH2:1]([CH3:2])[O:3][C:4](=[O:5])[C:6]1([C:9](=[C:10]([C:11](=[O:12])[O:13][CH2:14][CH3:15])[F:16])[CH2:17][Br:18])[CH2:7][CH2:8]1. Reactants: C(C1=CC=CC=C1)N(C)C[C@@H]1[C@@H](C2=CC=C(C=C2CC1)C=1SC=CC1)C1=CC=CC=C1 (cis-2-(N-benzyl-N-methylamino)methyl-1-phenyl-1,2,3,4-tetrahydro-6-(2-thienyl)naphthalene), ClC(C)OC(=O)Cl (1-chloroethylchloroformate). The solvent is ClCCl (dichloromethane). Run at time 2 hour. Product: Cl.CNC[C@@H]1[C@@H](C2=CC=C(C=C2CC1)C=1SC=CC1)C1=CC=CC=C1 (cis-2-(N-Methylamino)methyl-1-phenyl-6-(thien-2-yl)1,2,3,4-tetrahydronaphthalene hydrochloride). Reaction SMILES: [CH2:1]([N:8]([CH2:10][C@H:11]1[CH2:20][CH2:19][C:18]2[C:13](=[CH:14][CH:15]=[C:16]([C:21]3[S:22][CH:23]=[CH:24][CH:25]=3)[CH:17]=2)[C@H:12]1[C:26]1[CH:31]=[CH:30][CH:29]=[CH:28][CH:27]=1)C)C1C=CC=CC=1.[Cl:32]C(OC(Cl)=O)C>ClCCl>[ClH:32].[CH3:1][NH:8][CH2:10][C@H:11]1[CH2:20][CH2:19][C:18]2[C:13](=[CH:14][CH:15]=[C:16]([C:21]3[S:22][CH:23]=[CH:24][CH:25]=3)[CH:17]=2)[C@H:12]1[C:26]1[CH:27]=[CH:28][CH:29]=[CH:30][CH:31]=1 |f:3.4|. Reported procedure: To a solution of cis-2-(N-benzyl-N-methylamino)methyl-1-phenyl-1,2,3,4-tetrahydro-6-(2-thienyl)naphthalene (727 mg) in dichloromethane (75 cm3) which was being maintained at 0° C. under nitrogen was added 1-chloroethylchloroformate (0.208 cm3) dropwise. The mixture was then allowed to warm to room temperature, before being heated to reflux. After approximately 2 h analysis of the reaction mixture indicated complete consumption of the starting material. The dichloromethane was evaporated and the ... Reactants: CC1=CC=C(C=O)C=C1 (4-methylbenzaldehyde), [OH-].[NH4+] (ammonium hydroxide), Cl.ON=C(CN(C)C)C(C)=O (2-hydroxyimino-1-dimethylamino-3-butanone hydrochloride). Run in CO (methanol). Run at time 8 hour. Yields the product ON1C(=NC(=C1CN(C)C)C)C1=CC=C(C=C1)C (1-Hydroxy-N,N,4-Trimethyl-2-(4-Methylphenyl)-1H-Imidazole-5-Methanamine). Reaction SMILES: [CH3:1][C:2]1[CH:9]=[CH:8][C:5]([CH:6]=O)=[CH:4][CH:3]=1.Cl.[OH:11][N:12]=[C:13]([C:18](=O)[CH3:19])[CH2:14][N:15]([CH3:17])[CH3:16].[OH-].[NH4+:22]>CO>[OH:11][N:12]1[C:13]([CH2:14][N:15]([CH3:17])[CH3:16])=[C:18]([CH3:19])[N:22]=[C:6]1[C:5]1[CH:8]=[CH:9][C:2]([CH3:1])=[CH:3][CH:4]=1 |f:1.2,3.4|. Reported procedure: To a solution of 4-methylbenzaldehyde (12.6 g, 0.105 moles) in methanol (300 ml), ammonium hydroxide (sp. gr.=0.9, 180 ml) is added, followed by 2-hydroxyimino-1-dimethylamino-3-butanone hydrochloride (17.4 g, 0.0965 moles, described in Example 1). After standing overnight the mixture is evaporated to give a residue of the title compound. The residue is dissolved in methanol and a solution of hydrogen chloride in diethyl ether is added. The solution is treated with charcoal and filtered. The fil...